Task: describe an organic reaction: reactants, conditions, products, and yield. Dataset: the Open Reaction Database (ORD), a public repository of structured organic reaction records The reactants are ClC=1N=C(C2=C(N1)C=C(S2)CN2CCN(CC2)S(=O)(=O)C(C)C)N2CCOCC2 (2-Chloro-4-morpholin-4-yl-6-[4-(propane-2-sulfonyl)-piperazin-1-ylmethyl]-thieno[3,2-d]pyrimidine), NC1=NC=C(C=N1)B1OC(C)(C)C(C)(C)O1 (2-aminopyrimidine-5-boronic acid pinacol ester). Yields the product O1CCN(CC1)C=1C2=C(N=C(N1)C=1C=NC(=NC1)N)C=C(S2)CN2CCN(CC2)S(=O)(=O)C(C)C (5-(4-morpholino-6-((4-N-isopropylsulfonylpiperazin-1-yl)methyl)thieno[3,2-d]pyrimidin-2-yl)pyrimidin-2-amine). Reaction SMILES: Cl[C:2]1[N:3]=[C:4]([N:24]2[CH2:29][CH2:28][O:27][CH2:26][CH2:25]2)[C:5]2[S:10][C:9]([CH2:11][N:12]3[CH2:17][CH2:16][N:15]([S:18]([CH:21]([CH3:23])[CH3:22])(=[O:20])=[O:19])[CH2:14][CH2:13]3)=[CH:8][C:6]=2[N:7]=1.[NH2:30][C:31]1[N:36]=[CH:35][C:34](B2OC(C)(C)C(C)(C)O2)=[CH:33][N:32]=1>>[O:27]1[CH2:28][CH2:29][N:24]([C:4]2[C:5]3[S:10][C:9]([CH2:11][N:12]4[CH2:17][CH2:16][N:15]([S:18]([CH:21]([CH3:23])[CH3:22])(=[O:20])=[O:19])[CH2:14][CH2:13]4)=[CH:8][C:6]=3[N:7]=[C:2]([C:34]3[CH:33]=[N:32][C:31]([NH2:30])=[N:36][CH:35]=3)[N:3]=2)[CH2:25][CH2:26]1. Reported procedure: 2-Chloro-4-morpholin-4-yl-6-[4-(propane-2-sulfonyl)-piperazin-1-ylmethyl]-thieno[3,2-d]pyrimidine was reacted with 2-aminopyrimidine-5-boronic acid pinacol ester using General Procedure A. Purification on silica yielded 116. (400 MHz, CDCl3): 1.28 (6H, d (J=6.85), CH3), 2.54-2.56 (4H, m, CH2), 3.12 (1H, m, CH), 3.34-3.37 (4H, m, CH2), 3.79 (2H, s, CH2), 3.80-3.82 (4H, m, CH2), 3.94-3.97 (4H, m, CH2), 5.13 (2H, b, NH2), 7.21 (1H, s, ar), 9.21 (2H, s, ar). (M+H)+ 519.27 The reactants are CCOC(=O)C1C(=O)N(c2ccc(Cl)c(Cl)c2)N=C1C, Nc1ccc(Cl)c(Cl)c1, Cc1ccccc1C. Product: CC1=NN(c2ccc(Cl)c(Cl)c2)C(=O)C1C(=O)Nc1ccc(Cl)c(Cl)c1. Reaction SMILES: [Cl:1][c:2]1[cH:3][c:4]([N:9]2[N:10]=[C:11]([CH3:20])[CH:12]([C:15]([O:17][CH2:16][CH3:18])=[O:19])[C:13]2=[O:14])[cH:5][cH:6][c:7]1[Cl:8].[NH2:21][c:22]1[cH:23][cH:24][c:25]([Cl:26])[c:27]([Cl:28])[cH:29]1.[c:30]1([CH3:31])[c:32]([CH3:33])[cH:34][cH:35][cH:36][cH:37]1>>[Cl:1][c:2]1[cH:3][c:4]([N:9]2[N:10]=[C:11]([CH3:20])[CH:12]([C:15](=[O:17])[NH:21][c:22]3[cH:23][cH:24][c:25]([Cl:26])[c:27]([Cl:28])[cH:29]3)[C:13]2=[O:14])[cH:5][cH:6][c:7]1[Cl:8]. Starting materials: Cc1ccccc1, N#CNC(=O)c1ccccc1, NC1CCN(Cc2ccc3ccccc3c2)CC1. The product is N=C(NC(=O)c1ccccc1)NC1CCN(Cc2ccc3ccccc3c2)CC1. As a reaction SMILES: [CH3:30][c:31]1[cH:32][cH:33][cH:34][cH:35][cH:36]1.[N:19]#[C:20][NH:21][C:22]([c:23]1[cH:24][cH:25][cH:26][cH:27][cH:28]1)=[O:29].[NH2:1][CH:2]1[CH2:3][CH2:4][N:5]([CH2:8][c:9]2[cH:10][c:11]3[cH:12][cH:13][cH:14][cH:15][c:16]3[cH:17][cH:18]2)[CH2:6][CH2:7]1>>[NH:1]([CH:2]1[CH2:3][CH2:4][N:5]([CH2:8][c:9]2[cH:10][c:11]3[cH:12][cH:13][cH:14][cH:15][c:16]3[cH:17][cH:18]2)[CH2:6][CH2:7]1)[C:20](=[NH:19])[NH:21][C:22]([c:23]1[cH:24][cH:25][cH:26][cH:27][cH:28]1)=[O:29]. The reactants are CCCCn1c(=O)cc(SCCC)n(Cc2ccc(-c3ccccc3-c3nnnn3C(c3ccccc3)(c3ccccc3)c3ccccc3)cc2)c1=O, CO, Cl. The product is CCCCn1c(=O)cc(SCCC)n(Cc2ccc(-c3ccccc3-c3nnn[nH]3)cc2)c1=O. Reaction SMILES: [CH2:1]([CH2:2][CH2:3][CH3:4])[n:5]1[c:6](=[O:53])[n:7]([CH2:16][c:17]2[cH:18][cH:19][c:20](-[c:23]3[c:24](-[c:29]4[n:30][n:31][n:32][n:33]4[C:34]([c:35]4[cH:36][cH:37][cH:38][cH:39][cH:40]4)([c:41]4[cH:42][cH:43][cH:44][cH:45][cH:46]4)[c:47]4[cH:48][cH:49][cH:50][cH:51][cH:52]4)[cH:25][cH:26][cH:27][cH:28]3)[cH:21][cH:22]2)[c:8]([S:12][CH2:13][CH2:14][CH3:15])[cH:9][c:10]1=[O:11].[CH3:54][OH:55].[ClH:56]>>[CH2:1]([CH2:2][CH2:3][CH3:4])[n:5]1[c:6](=[O:53])[n:7]([CH2:16][c:17]2[cH:18][cH:19][c:20](-[c:23]3[c:24](-[c:29]4[n:30][n:31][n:32][nH:33]4)[cH:25][cH:26][cH:27][cH:28]3)[cH:21][cH:22]2)[c:8]([S:12][CH2:13][CH2:14][CH3:15])[cH:9][c:10]1=[O:11]. Reactants: NCC1N(CC(CC1)OC)C(=O)C=1N=C(SC1C1=CC(=CC=C1)F)C ((2-(aminomethyl)-5-methoxypiperidin-1-yl)(5-(3-fluorophenyl)-2-methylthiazol-4-yl)methanone), N1=CC=CC2=CC=CC(=C12)C(=O)O (quinoline-8-carboxylic acid). The product is FC=1C=C(C=CC1)C1=C(N=C(S1)C)C(=O)N1C(CCC(C1)OC)CNC(=O)C=1C=CC=C2C=CC=NC12 (N-((1-(5-(3-Fluorophenyl)-2-methylthiazole-4-carbonyl)-5-methoxypiperidin-2-yl)methyl)quinoline-8-carboxamide). Reaction SMILES: [NH2:1][CH2:2][CH:3]1[CH2:8][CH2:7][CH:6]([O:9][CH3:10])[CH2:5][N:4]1[C:11]([C:13]1[N:14]=[C:15]([CH3:25])[S:16][C:17]=1[C:18]1[CH:23]=[CH:22][CH:21]=[C:20]([F:24])[CH:19]=1)=[O:12].[N:26]1[C:35]2[C:30](=[CH:31][CH:32]=[CH:33][C:34]=2[C:36](O)=[O:37])[CH:29]=[CH:28][CH:27]=1>>[F:24][C:20]1[CH:19]=[C:18]([C:17]2[S:16][C:15]([CH3:25])=[N:14][C:13]=2[C:11]([N:4]2[CH2:5][CH:6]([O:9][CH3:10])[CH2:7][CH2:8][CH:3]2[CH2:2][NH:1][C:36]([C:34]2[CH:33]=[CH:32][CH:31]=[C:30]3[C:35]=2[N:26]=[CH:27][CH:28]=[CH:29]3)=[O:37])=[O:12])[CH:23]=[CH:22][CH:21]=1. Procedure: The title compound was prepared according to general procedure A using (2-(aminomethyl)-5-methoxypiperidin-1-yl)(5-(3-fluorophenyl)-2-methylthiazol-4-yl)methanone and quinoline-8-carboxylic acid. (ESI) 519 (M+H).